Dataset: the Open Reaction Database (ORD), a public repository of structured organic reaction records. Task: describe an organic reaction: reactants, conditions, products, and yield Starting materials: C(C)(=O)Cl (acetyl chloride), C(C)(C)(C)OC(NCC1(CN(CC1)C1=CC(=CC=C1)C=1N=C2C(=NC1)N(C=C2C(C(C)(C)C)=O)COCC[Si](C)(C)C)C)=O ((1-{3-[7-(2,2-dimethyl-propionyl)-5-(2-trimethylsilanyl-ethoxymethyl)-5H-pyrrolo[2,3-b]pyrazin-2-yl]-phenyl}-3-methyl-pyrrolidin-3-ylmethyl)-carbamic acid tert-butyl ester). Run in CO (MeOH). Conditions: time 2 hour. Yields the product NCC1(CN(CC1)C=1C=C(C=CC1)C=1N=C2C(=NC1)NC=C2C(C(C)(C)C)=O)C (1-{2-[3-(3-Aminomethyl-3-methyl-pyrrolidin-1-yl)-phenyl]-5H-pyrrolo[2,3-b]pyrazin-7-yl}-2,2-dimethyl-propan-1-one). Isolated yield 44.0%. As a reaction SMILES: C(OC(=O)[NH:7][CH2:8][C:9]1([CH3:43])[CH2:13][CH2:12][N:11]([C:14]2[CH:19]=[CH:18][CH:17]=[C:16]([C:20]3[N:21]=[C:22]4[C:28]([C:29](=[O:34])[C:30]([CH3:33])([CH3:32])[CH3:31])=[CH:27][N:26](COCC[Si](C)(C)C)[C:23]4=[N:24][CH:25]=3)[CH:15]=2)[CH2:10]1)(C)(C)C.C(Cl)(=O)C>CO>[NH2:7][CH2:8][C:9]1([CH3:43])[CH2:13][CH2:12][N:11]([C:14]2[CH:15]=[C:16]([C:20]3[N:21]=[C:22]4[C:28]([C:29](=[O:34])[C:30]([CH3:32])([CH3:31])[CH3:33])=[CH:27][NH:26][C:23]4=[N:24][CH:25]=3)[CH:17]=[CH:18][CH:19]=2)[CH2:10]1. Procedure details: 1-{2-[3-(3-Aminomethyl-3-methyl-pyrrolidin-1-yl)-phenyl]-5H-pyrrolo[2,3-b]pyrazin-7-yl}-2,2-dimethyl-propan-1-one was prepared following a similar procedure but using (1-{3-[7-(2,2-dimethyl-propionyl)-5-(2-trimethylsilanyl-ethoxymethyl)-5H-pyrrolo[2,3-b]pyrazin-2-yl]-phenyl}-3-methyl-pyrrolidin-3-ylmethyl)-carbamic acid tert-butyl ester as starting material. In this instance the starting material was taken into a 4/1 mixture of MeOH and acetyl chloride and the reaction mixture was stirred at RT ...